From a dataset of the Open Reaction Database (ORD), a public repository of structured organic reaction records. describe an organic reaction: reactants, conditions, products, and yield Starting materials: CN1C(N(C(C=2N(C(=NC12)OC1=CC(=CC=C1)OC(F)(F)F)COCC[Si](C)(C)C)=O)CCOCCOC1OCCCC1)=O (3-methyl-1-(2-(2-(tetrahydro-2H-pyran-2-yloxy)ethoxy)ethyl)-8-(3-(trifluoromethoxy)phenoxy)-7-((2-(trimethylsilyl)ethoxy)methyl)-1H-purine-2,6(3H,7H)-dione), Cl (HCl). Solvent: C(C)O (ethanol). Yields the product OCCOCCN1C(N(C=2N=C(NC2C1=O)OC1=CC(=CC=C1)OC(F)(F)F)C)=O (1-(2-(2-hydroxyethoxy)ethyl)-3-methyl-8-(3-(trifluoromethoxy)phenoxy)-1H-purine-2,6(3H,7H)-dione). Yield: 84.1%. As a reaction SMILES: [CH3:1][N:2]1[C:10]2[N:9]=[C:8]([O:11][C:12]3[CH:17]=[CH:16][CH:15]=[C:14]([O:18][C:19]([F:22])([F:21])[F:20])[CH:13]=3)[N:7](COCC[Si](C)(C)C)[C:6]=2[C:5](=[O:31])[N:4]([CH2:32][CH2:33][O:34][CH2:35][CH2:36][O:37]C2CCCCO2)[C:3]1=[O:44].Cl>C(O)C>[OH:37][CH2:36][CH2:35][O:34][CH2:33][CH2:32][N:4]1[C:5](=[O:31])[C:6]2[NH:7][C:8]([O:11][C:12]3[CH:17]=[CH:16][CH:15]=[C:14]([O:18][C:19]([F:21])([F:22])[F:20])[CH:13]=3)=[N:9][C:10]=2[N:2]([CH3:1])[C:3]1=[O:44]. Procedure: To a solution of 3-methyl-1-(2-(2-(tetrahydro-2H-pyran-2-yloxy)ethoxy)ethyl)-8-(3-(trifluoromethoxy)phenoxy)-7-((2-(trimethylsilyl)ethoxy)methyl)-1H-purine-2,6(3H,7H)-dione (0.64 g, 1.16 mmol,) in ethanol (15 mL) was added HCl (3 mL); then it was refluxed overnight. The solvent was concentrated to give a crude product which was purified by a column chromatography to give 1-(2-(2-hydroxyethoxy)ethyl)-3-methyl-8-(3-(trifluoromethoxy)phenoxy)-1H-purine-2,6(3H,7H)-dione (420 mg, 84% yield) as a whit... Starting materials: FC(CC1(OC2=C(O1)C=CC=C2)C(F)(F)F)(F)F (2-(2,2,2-trifluoroethyl)-2-trifluoromethyl-1,3-benzodioxole), BrBr (bromine). The reagents and catalysts are [Fe](Cl)(Cl)Cl (iron(III) chloride). Solvent: C(Cl)(Cl)(Cl)Cl (carbon tetrachloride). Yields the product BrC1=CC2=C(OC(O2)(C(F)(F)F)CC(F)(F)F)C=C1 (5-Bromo-2-(2,2,2-trifluoroethyl)-2-trifluoromethyl-1,3-benzodioxole). RXN SMILES: [F:1][C:2]([F:18])([F:17])[CH2:3][C:4]1([C:13]([F:16])([F:15])[F:14])[O:8][C:7]2[CH:9]=[CH:10][CH:11]=[CH:12][C:6]=2[O:5]1.[Br:19]Br>C(Cl)(Cl)(Cl)Cl.[Fe](Cl)(Cl)Cl>[Br:19][C:11]1[CH:10]=[CH:9][C:7]2[O:8][C:4]([CH2:3][C:2]([F:1])([F:17])[F:18])([C:13]([F:15])([F:14])[F:16])[O:5][C:6]=2[CH:12]=1. Reported procedure: 54.4 g of 2-(2,2,2-trifluoroethyl)-2-trifluoromethyl-1,3-benzodioxole were dissolved in 300 ml of carbon tetrachloride, and 0.4 g of anhydrous iron(III) chloride was added. 32 g of bromine were then added dropwise at the reflux temperature and the mixture was subsequently stirred until conversion was complete (monitoring by gas chromatography). The reaction mixture was then left to cool, washed with 10% by weight aqueous sodium hydrogen-sulphite solution and water, dried over magnesium sulphate ... Reactants: ClC1=C(C(=CC=C1)Cl)CC(=O)Cl ((2,6-dichlorophenyl)acetyl chloride), [S-]C#N.[NH4+] (ammonium thiocyanate), CC(=O)C (acetone). Product: ClC1=C(C(CN=C=S)=O)C(=CC=C1)Cl (2,6-Dichlorophenacyl isothiocyanate). Reaction SMILES: [Cl:1][C:2]1[CH:7]=[CH:6][CH:5]=[C:4]([Cl:8])[C:3]=1[CH2:9][C:10](Cl)=O.[S-:13][C:14]#[N:15].[NH4+].CC(C)=[O:19]>>[Cl:1][C:2]1[CH:7]=[CH:6][CH:5]=[C:4]([Cl:8])[C:3]=1[C:9](=[O:19])[CH2:10][N:15]=[C:14]=[S:13] |f:1.2|. Reported procedure: 40.26 g (0.18 mol) of (2,6-dichlorophenyl)acetyl chloride and 15 g (0.198 mol) of ammonium thiocyanate are heated for about 10 minutes in 500 ml of acetone. The cooled mixture is filtered, the solid is washed with acetone and the filtrate is evaporated to dryness. Dry ether is added to the oily residue. A yellow crystalline solid is formed and is filtered off. The filtrate is evaporated to dryness. 2,6-Dichlorophenacyl isothiocyanate is obtained in the form of an orange-red oil.